From a dataset of the Open Reaction Database (ORD), a public repository of structured organic reaction records. describe an organic reaction: reactants, conditions, products, and yield The reactants are C1CCNCC1, COc1cccc(-c2cccc3c2CC(=O)N3)c1, CCO, Cc1cc(C(=O)NCCn2ccnn2)c(C=O)[nH]1. The product is COc1cccc(-c2cccc3c2C(=Cc2[nH]c(C)cc2C(=O)NCCn2ccnn2)C(=O)N3)c1. Reaction SMILES: [CH2:37]1[CH2:38][CH2:39][NH:40][CH2:41][CH2:42]1.[CH3:1][O:2][c:3]1[cH:4][c:5](-[c:9]2[c:10]3[c:14]([cH:15][cH:16][cH:17]2)[NH:13][C:12](=[O:18])[CH2:11]3)[cH:6][cH:7][cH:8]1.[CH3:43][CH2:44][OH:45].[n:19]1([CH2:24][CH2:25][NH:26][C:27](=[O:28])[c:29]2[c:30]([CH:35]=[O:36])[nH:31][c:32]([CH3:34])[cH:33]2)[n:20][n:21][cH:22][cH:23]1>>[CH3:1][O:2][c:3]1[cH:4][c:5](-[c:9]2[c:10]3[c:14]([cH:15][cH:16][cH:17]2)[NH:13][C:12](=[O:18])[C:11]3=[CH:35][c:30]2[c:29]([C:27]([NH:26][CH2:25][CH2:24][n:19]3[n:20][n:21][cH:22][cH:23]3)=[O:28])[cH:33][c:32]([CH3:34])[nH:31]2)[cH:6][cH:7][cH:8]1. Yields the product N#Cc1cc2c(cc1N)CCC2. Reactants: ClCCl, N#C[Cu], Nc1cc2c(cc1I)CCC2, [NH4+], CN(C)C=O, [OH-]. RXN SMILES: [Cl:17][CH2:18][Cl:19].[Cu:12][C:13]#[N:14].[I:1][c:2]1[c:3]([NH2:11])[cH:4][c:5]2[c:9]([cH:10]1)[CH2:8][CH2:7][CH2:6]2.[NH4+:16].[O:20]=[CH:21][N:22]([CH3:23])[CH3:24].[OH-:15]>>[c:2]1([C:13]#[N:14])[c:3]([NH2:11])[cH:4][c:5]2[c:9]([cH:10]1)[CH2:8][CH2:7][CH2:6]2. Reactants: Cl.BrC=1C=C(CN)C=CC1 (3-bromobenzylamine hydrochloride), C([O-])([O-])=O.[Na+].[Na+] (sodium carbonate), C1(=CC=CC=C1)OB(O)O (phenylboric acid), [Cl-].[Na+] (sodium chloride). The reagents and catalysts are C=1C=CC(=CC1)[P](C=2C=CC=CC2)(C=3C=CC=CC3)[Pd]([P](C=4C=CC=CC4)(C=5C=CC=CC5)C=6C=CC=CC6)([P](C=7C=CC=CC7)(C=8C=CC=CC8)C=9C=CC=CC9)[P](C=1C=CC=CC1)(C=1C=CC=CC1)C=1C=CC=CC1 (tetrakis(triphenylphosphine)palladium). Solvent: solution, C1(=CC=CC=C1)C (toluene), C(C)O (ethanol). Product: C1(=CC=CC=C1)C=1C=C(CN)C=CC1 (3-phenylbenzylamine). Isolated yield 84.2%. Reaction SMILES: Cl.Br[C:3]1[CH:4]=[C:5]([CH:8]=[CH:9][CH:10]=1)[CH2:6][NH2:7].C(=O)([O-])[O-].[Na+].[Na+].[C:17]1(OB(O)O)[CH:22]=[CH:21][CH:20]=[CH:19][CH:18]=1.[Cl-].[Na+]>C(O)C.C1C=CC([P]([Pd]([P](C2C=CC=CC=2)(C2C=CC=CC=2)C2C=CC=CC=2)([P](C2C=CC=CC=2)(C2C=CC=CC=2)C2C=CC=CC=2)[P](C2C=CC=CC=2)(C2C=CC=CC=2)C2C=CC=CC=2)(C2C=CC=CC=2)C2C=CC=CC=2)=CC=1.C1(C)C=CC=CC=1>[C:17]1([C:3]2[CH:4]=[C:5]([CH:8]=[CH:9][CH:10]=2)[CH2:6][NH2:7])[CH:22]=[CH:21][CH:20]=[CH:19][CH:18]=1 |f:0.1,2.3.4,6.7,^1:35,37,56,75|. Procedure: 18.25 g of 3-bromobenzylamine hydrochloride, 17.39 g of sodium carbonate in aqueous solution (120 ml) and 1.90 g of tetrakis(triphenylphosphine)palladium (0) were added to toluene (240 ml) under a nitrogen atmosphere. The resulting solution was mixed with 10.00 g of phenylboric acid in ethanol (120 ml) at room temperature with stirring and refluxed under heating for 2 hours. After the reaction, the reaction solution was cooled to room temperature, poured into saturated aqueous sodium chloride an... The reactants are O=[N+]([O-])c1cccnc1Cl, [K+], [N-]=C=S. Product: O=[N+]([O-])c1cccnc1S. Reaction SMILES: [Cl:1][c:2]1[n:3][cH:4][cH:5][cH:6][c:7]1[N+:8](=[O:9])[O-:10].[K+:14].[N-:11]=[C:12]=[S:13]>>[c:2]1([SH:13])[n:3][cH:4][cH:5][cH:6][c:7]1[N+:8](=[O:9])[O-:10]. Reactants: C1COC(CC2=CC=C(C=C2)O)(C)O1 (1-(4-Hydroxyphenyl)propan-2-one ethylene ketal), [OH-].[Na+] (sodium hydroxide), BrCCCO (1-Bromo-3-hydroxypropane). The solvent is O (water), O (water). Reaction conditions: time 30 minute. Yields the product OCCCOC1=CC=C(C=C1)CC(C)=O (1-[4-(3-Hydroxypropyloxy)phenyl]propan-2-one). Yield: 94.7%. RXN SMILES: C1[O:14][C:4]([CH3:13])([CH2:5][C:6]2[CH:11]=[CH:10][C:9]([OH:12])=[CH:8][CH:7]=2)OC1.[OH-].[Na+].Br[CH2:18][CH2:19][CH2:20][OH:21]>O>[OH:21][CH2:20][CH2:19][CH2:18][O:12][C:9]1[CH:8]=[CH:7][C:6]([CH2:5][C:4](=[O:14])[CH3:13])=[CH:11][CH:10]=1 |f:1.2|. Procedure details: 1-(4-Hydroxyphenyl)propan-2-one ethylene ketal (3.88 g) was added to a solution of sodium hydroxide (1.5 g) in water (30 ml) and the mixture was stirred at room temperature for 30 minutes. 1-Bromo-3-hydroxypropane (2.98 g) was added and the mixture was boiled under reflux with stirring for 11/2 hours. After cooling water (50 ml) was added, the mixture was extracted with ether, the extracts dried (MgSO4) and evaporated to give the title compound (3.94 g) as its ethylene ketal. Starting materials: O=C(Cl)c1cccnc1, O=c1cc(O)c(Cl)c[nH]1, Cl, c1ccncc1. The product is O=C(Oc1cc(=O)[nH]cc1Cl)c1cccnc1. Reaction SMILES: [C:2]([c:3]1[cH:4][n:5][cH:6][cH:7][cH:8]1)(=[O:9])[Cl:10].[Cl:11][c:12]1[c:13]([OH:19])[cH:14][c:15](=[O:18])[nH:16][cH:17]1.[ClH:1].[cH:20]1[cH:21][cH:22][n:23][cH:24][cH:25]1>>[C:2]([c:3]1[cH:4][n:5][cH:6][cH:7][cH:8]1)(=[O:9])[O:19][c:13]1[c:12]([Cl:11])[cH:17][nH:16][c:15](=[O:18])[cH:14]1. Product: CC(=O)c1cccc(-c2ccc(C(O)(c3cn(C(c4ccccc4)(c4ccccc4)c4ccccc4)cn3)C(C)C)cc2)c1. The reactants are CC(=O)c1cccc(Br)c1, CC(C)C(O)(c1ccc(B(O)O)cc1)c1cn(C(c2ccccc2)(c2ccccc2)c2ccccc2)cn1, c1ccc(P(c2ccccc2)(c2ccccc2)[Pd](P(c2ccccc2)(c2ccccc2)c2ccccc2)(P(c2ccccc2)(c2ccccc2)c2ccccc2)P(c2ccccc2)(c2ccccc2)c2ccccc2)cc1. Reaction SMILES: [Br:39][c:40]1[cH:41][c:42]([C:46]([CH3:47])=[O:48])[cH:43][cH:44][cH:45]1.[OH:1][C:2]([CH:3]([CH3:4])[CH3:5])([c:6]1[n:7][cH:8][n:9]([C:11]([c:12]2[cH:13][cH:14][cH:15][cH:16][cH:17]2)([c:18]2[cH:19][cH:20][cH:21][cH:22][cH:23]2)[c:24]2[cH:25][cH:26][cH:27][cH:28][cH:29]2)[cH:10]1)[c:30]1[cH:31][cH:32][c:33]([B:36]([OH:37])[OH:38])[cH:34][cH:35]1.[cH:49]1[cH:50][cH:51][c:52]([P:53]([Pd:54]([P:55]([c:56]2[cH:57][cH:58][cH:59][cH:60][cH:61]2)([c:62]2[cH:63][cH:64][cH:65][cH:66][cH:67]2)[c:68]2[cH:69][cH:70][cH:71][cH:72][cH:73]2)([P:74]([c:75]2[cH:76][cH:77][cH:78][cH:79][cH:80]2)([c:81]2[cH:82][cH:83][cH:84][cH:85][cH:86]2)[c:87]2[cH:88][cH:89][cH:90][cH:91][cH:92]2)[P:93]([c:94]2[cH:95][cH:96][cH:97][cH:98][cH:99]2)([c:100]2[cH:101][cH:102][cH:103][cH:104][cH:105]2)[c:106]2[cH:107][cH:108][cH:109][cH:110][cH:111]2)([c:112]2[cH:113][cH:114][cH:115][cH:116][cH:117]2)[c:118]2[cH:119][cH:120][cH:121][cH:122][cH:123]2)[cH:124][cH:125]1>>[OH:1][C:2]([CH:3]([CH3:4])[CH3:5])([c:6]1[n:7][cH:8][n:9]([C:11]([c:12]2[cH:13][cH:14][cH:15][cH:16][cH:17]2)([c:18]2[cH:19][cH:20][cH:21][cH:22][cH:23]2)[c:24]2[cH:25][cH:26][cH:27][cH:28][cH:29]2)[cH:10]1)[c:30]1[cH:31][cH:32][c:33](-[c:40]2[cH:41][c:42]([C:46]([CH3:47])=[O:48])[cH:43][cH:44][cH:45]2)[cH:34][cH:35]1.